From a dataset of the Open Reaction Database (ORD), a public repository of structured organic reaction records. describe an organic reaction: reactants, conditions, products, and yield The reactants are ClCCl (Dichloromethane), C(C1=CC=CC=C1)=O (Benzaldehyde), C(C)(C)(C)OC(NCCN)=O (tert-butyl-N-(2-aminoethyl)carbamate), C(C)(=O)O[BH-](OC(C)=O)OC(C)=O.[Na+] (sodium triacetoxyborohydride). The solvent is ClCCCl (1,2-dichloroethane). Reaction conditions: time 3 hour. Yields the product C(C)(C)(C)OC(NCCNCC1=CC=CC=C1)=O (tert-Butyl-N-(2-benzylaminoethyl)carbamate). Isolated yield 60.4%. RXN SMILES: [CH:1](=O)[C:2]1[CH:7]=[CH:6][CH:5]=[CH:4][CH:3]=1.[C:9]([O:13][C:14](=[O:19])[NH:15][CH2:16][CH2:17][NH2:18])([CH3:12])([CH3:11])[CH3:10].C(O[BH-](OC(=O)C)OC(=O)C)(=O)C.[Na+].ClCCl>ClCCCl>[C:9]([O:13][C:14](=[O:19])[NH:15][CH2:16][CH2:17][NH:18][CH2:1][C:2]1[CH:7]=[CH:6][CH:5]=[CH:4][CH:3]=1)([CH3:12])([CH3:10])[CH3:11] |f:2.3|. Procedure: Benzaldehyde (3.3 ml, 32.4 mmol) was added to a stirred solution of tert-butyl-N-(2-aminoethyl)carbamate (5.19 g, 32.4 mmol) in 1,2-dichloroethane (50 ml). After stirring for 1 h sodium triacetoxyborohydride (10.3 g, 48.6 mmol) was added in two portions and the reaction mixture stirred at room temperature for a further 3 h. Dichloromethane (300 ml) was added and the mixture washed with 1N sodium hydroxide. The organic layer was dried (Na2SO4) and evaporated in vacuo. The residue was chromatograp...